From a dataset of the Open Reaction Database (ORD), a public repository of structured organic reaction records. describe an organic reaction: reactants, conditions, products, and yield Starting materials: COC(=O)C(CC1CCCC1)c1ccc(N2CCOCC2)cc1, CNC(N)=O, C[O-], C[O-], CO, [Mg+2]. Product: CNC(=O)NC(=O)C(CC1CCCC1)c1ccc(N2CCOCC2)cc1. Reaction SMILES: [CH3:1][O:2][C:3]([CH:4]([CH2:5][CH:6]1[CH2:7][CH2:8][CH2:9][CH2:10]1)[c:11]1[cH:12][cH:13][c:14]([N:17]2[CH2:18][CH2:19][O:20][CH2:21][CH2:22]2)[cH:15][cH:16]1)=[O:23].[CH3:24][NH:25][C:26](=[O:27])[NH2:28].[CH3:29][O-:30].[CH3:32][O-:33].[CH3:34][OH:35].[Mg+2:31]>>[C:3]([CH:4]([CH2:5][CH:6]1[CH2:7][CH2:8][CH2:9][CH2:10]1)[c:11]1[cH:12][cH:13][c:14]([N:17]2[CH2:18][CH2:19][O:20][CH2:21][CH2:22]2)[cH:15][cH:16]1)(=[O:23])[NH:28][C:26]([NH:25][CH3:24])=[O:27]. Reactants: ( h ), C(C1=CC=CC=C1)[C@H]1CSC[C@@H](C(N1CC(=O)OC(C)(C)C)=O)N[C@@H](CCC1=CC=CC=C1)C(=O)OCC (t-butyl α-{3(S)-benzyl-6(R)-[1(S)-ethoxycarbonyl-3-phenylpropylamino]-5-oxoperhydro-1,4-thiazepin-4-yl}acetate), C1=CC=C(C=C1)CC(CO)N (L-2-amino-3-phenyl-1-propanol), C(C1=CC=CC=C1)[C@H]1CSC[C@@H](C(N1CC(=O)OC(C)(C)C)=O)N[C@H](CCC1=CC=CC=C1)C(=O)OCC (t-butyl α-{3(S)-benzyl-6(R)-[1(R)-ethoxycarbonyl-3-phenylpropylamino]-5-oxoperhydro-1,4-thiazepin-4-yl}acetate). The product is C(C1=CC=CC=C1)[C@H]1CSC[C@@H](C(N1CC(=O)OC(C)(C)C)=O)NC(CCC1=CC=CC=C1)C(=O)OCC (t-Butyl α-[3(S)-benzyl-6(R)-(1-ethoxycarbonyl-3-phenylpropylamino)-5-oxoperhydro-1,4-thiazepin-4-yl]acetate). RXN SMILES: C1C=CC(CC(N)CO)=CC=1.[CH2:12]([C@@H:19]1[N:25]([CH2:26][C:27]([O:29][C:30]([CH3:33])([CH3:32])[CH3:31])=[O:28])[C:24](=[O:34])[C@@H:23]([NH:35][C@@H:36]([C:45]([O:47][CH2:48][CH3:49])=[O:46])[CH2:37][CH2:38][C:39]2[CH:44]=[CH:43][CH:42]=[CH:41][CH:40]=2)[CH2:22][S:21][CH2:20]1)[C:13]1[CH:18]=[CH:17][CH:16]=[CH:15][CH:14]=1.C([C@@H]1N(CC(OC(C)(C)C)=O)C(=O)[C@@H](N[C@H](C(OCC)=O)CCC2C=CC=CC=2)CSC1)C1C=CC=CC=1>>[CH2:12]([C@@H:19]1[N:25]([CH2:26][C:27]([O:29][C:30]([CH3:33])([CH3:31])[CH3:32])=[O:28])[C:24](=[O:34])[C@@H:23]([NH:35][CH:36]([C:45]([O:47][CH2:48][CH3:49])=[O:46])[CH2:37][CH2:38][C:39]2[CH:40]=[CH:41][CH:42]=[CH:43][CH:44]=2)[CH2:22][S:21][CH2:20]1)[C:13]1[CH:14]=[CH:15][CH:16]=[CH:17][CH:18]=1. Procedure: The procedure described in steps (a) to (h) of Example 1 was repeated, except that L-2-amino-3-phenyl-1-propanol was used as the starting material. Two isomers (derived from the asymmetric carbon atom to which the phenethyl group is attached), that is t-butyl α-{3(S)-benzyl-6(R)-[1(R)-ethoxycarbonyl-3-phenylpropylamino]-5-oxoperhydro-1,4-thiazepin-4-yl}acetate (isomer A) and t-butyl α-{3(S)-benzyl-6(R)-[1(S)-ethoxycarbonyl-3-phenylpropylamino]-5-oxoperhydro-1,4-thiazepin-4-yl}acetate (isomer B) ... Reactants: O=C([O-])O, CCOCCO, N#Cc1cnc2cc(N3CCC(N4CCCC4)CC3)c([N+](=O)[O-])cc2c1Cl, Cn1ccnc1Sc1ccc(N)cc1Cl, Cl, [Na+], c1ccncc1. Yields the product Cn1ccnc1Sc1ccc(Nc2c(C#N)cnc3cc(N4CCC(N5CCCC5)CC4)c([N+](=O)[O-])cc23)cc1Cl. RXN SMILES: [C:50](=[O:51])([OH:52])[O-:53].[CH3:55][CH2:56][O:57][CH2:58][CH2:59][OH:60].[Cl:1][c:2]1[c:3]([C:26]#[N:27])[cH:4][n:5][c:6]2[cH:7][c:8]([N:15]3[CH2:16][CH2:17][CH:18]([N:21]4[CH2:22][CH2:23][CH2:24][CH2:25]4)[CH2:19][CH2:20]3)[c:9]([N+:12](=[O:13])[O-:14])[cH:10][c:11]12.[Cl:28][c:29]1[cH:30][c:31]([NH2:32])[cH:33][cH:34][c:35]1[S:36][c:37]1[n:38]([CH3:42])[cH:39][cH:40][n:41]1.[ClH:43].[Na+:54].[n:44]1[cH:45][cH:46][cH:47][cH:48][cH:49]1>>[c:2]1([NH:32][c:31]2[cH:30][c:29]([Cl:28])[c:35]([S:36][c:37]3[n:38]([CH3:42])[cH:39][cH:40][n:41]3)[cH:34][cH:33]2)[c:3]([C:26]#[N:27])[cH:4][n:5][c:6]2[cH:7][c:8]([N:15]3[CH2:16][CH2:17][CH:18]([N:21]4[CH2:22][CH2:23][CH2:24][CH2:25]4)[CH2:19][CH2:20]3)[c:9]([N+:12](=[O:13])[O-:14])[cH:10][c:11]12. Reactants: C1(=CC=CC=C1)NC1=C(C=CC=C1)N (N-phenyl-o-phenylenediamine), C(C1=CC=C(C=C1)OC)(=O)Cl (p-anisoyl chloride). The solvent is C(C)OCC (diethyl ether). Reaction conditions: time 96 hour. The product is C(C1=CC=C(C=C1)OC)(=O)Cl.C(C)OCC (anisoyl chloride diethyl ether). Reaction SMILES: C1(N[C:8]2[CH:13]=CC=CC=2N)C=CC=CC=1.[C:15]([Cl:25])(=[O:24])[C:16]1[CH:21]=[CH:20][C:19]([O:22][CH3:23])=[CH:18][CH:17]=1>C(OCC)C>[C:15]([Cl:25])(=[O:24])[C:16]1[CH:17]=[CH:18][C:19]([O:22][CH3:23])=[CH:20][CH:21]=1.[CH2:19]([O:22][CH2:13][CH3:8])[CH3:18] |f:3.4|. Procedure details: A solution of N-phenyl-o-phenylenediamine (10 mmol, 1.84 g) in 100 ml diethyl ether was stirred at room temperature as p-anisoyl chloride (1 mmol, 1.71 g) was added dropwise. The resulting mixture was stirred at room temperature for about 96 hours. A precipitate formed before half of the anisoyl chloride/diethyl ether was added. The reactants are IC1=CC(=C(C(=O)OC2CCN(CC2)CC2=CC=CC=C2)C=C1)[N+](=O)[O-] (1-benzyl-piperidin-4-yl 4-iodo-2-nitro-benzoate). Reagents/catalysts: [Fe] (iron). Run in C(C)O (ethanol), C(C)(=O)O (acetic acid). Product: IC1=CC(=C(C(=O)OC2CCN(CC2)CC2=CC=CC=C2)C=C1)N (1-benzyi-piperidin-4-yl 4-iodo-2-amino-benzoate). The yield is 90.4%. Reaction SMILES: [I:1][C:2]1[CH:23]=[CH:22][C:5]([C:6]([O:8][CH:9]2[CH2:14][CH2:13][N:12]([CH2:15][C:16]3[CH:21]=[CH:20][CH:19]=[CH:18][CH:17]=3)[CH2:11][CH2:10]2)=[O:7])=[C:4]([N+:24]([O-])=O)[CH:3]=1>C(O)C.C(O)(=O)C.[Fe]>[I:1][C:2]1[CH:23]=[CH:22][C:5]([C:6]([O:8][CH:9]2[CH2:10][CH2:11][N:12]([CH2:15][C:16]3[CH:17]=[CH:18][CH:19]=[CH:20][CH:21]=3)[CH2:13][CH2:14]2)=[O:7])=[C:4]([NH2:24])[CH:3]=1. Reported procedure: 0.26 g (0.000588 mol) of 1-benzyl-piperidin-4-yl 4-iodo-2-nitro-benzoate was dissolved in 3.3 ml of ethanol, diluted with 3.3 ml of acetic acid and treated with 0.123 g (0.0022 mol) of iron powder. The mixture was boiled at reflux for 4 hrs., the solvent was distilled off, the residue was taken up in ethyl acetate, washed with saturated sodium carbonate solution and sodium chloride solution and the organic phase was dried over sodium sulfate. The residue was chromatographed on silica gel with et... The reactants are NC1(CCC=CC1=O)C1=C(C=CC=C1)Cl (6-amino-6-(2-chlorophenyl)-2-cyclohexen-1-one), C(C)(C)(C)OC(=O)NCC(=O)O (N-(tert-butoxycarbonyl)glycine), OC1=CC=CC=2NN=NC21 (hydroxybenzotriazole), Cl.CN(CCCN=C=NCC)C (1-(3-dimethylaminopropyl)-3-ethylcarbodiimide hydrochloride), CN(C=O)C (dimethylformamide). Reaction conditions: time 1 hour. The product is C1=CC=C2C(=C1)C(=O)C(C2=O)(O)O (ninhydrin), NCC(=O)NC1(CCC=CC1=O)C1=C(C=CC=C1)Cl (6-(2-aminoacetyl)amino-6-(2-chlorophenyl)-2-cyclohexen-1-one). Isolated yield 43.0%. As a reaction SMILES: [NH2:1][C:2]1([C:9]2[CH:14]=[CH:13][CH:12]=[CH:11][C:10]=2[Cl:15])[C:7](=[O:8])[CH:6]=[CH:5][CH2:4][CH2:3]1.C(OC(N[CH2:24][C:25]([OH:27])=[O:26])=O)(C)(C)C.[OH:28][C:29]1[C:37]2[N:36]=NN[C:33]=2[CH:32]=[CH:31][CH:30]=1.Cl.CN(C)CCCN=C=NCC.CN(C)C=[O:53]>>[CH:29]1[CH:37]=[C:33]2[C:7]([C:25]([OH:26])([OH:27])[C:24](=[O:53])[C:32]2=[CH:31][CH:30]=1)=[O:8].[NH2:36][CH2:37][C:29]([NH:1][C:2]1([C:9]2[CH:14]=[CH:13][CH:12]=[CH:11][C:10]=2[Cl:15])[C:7](=[O:8])[CH:6]=[CH:5][CH2:4][CH2:3]1)=[O:28] |f:3.4|. Procedure details: A solution of 6-amino-6-(2-chlorophenyl)-2-cyclohexen-1-one (50 mg, 0.23 mmol), N-(tert-butoxycarbonyl)glycine (47 mg, 0.27 mmol), hydroxybenzotriazole (31 mg, 0.23 mmol), and 1-(3-dimethylaminopropyl)-3-ethylcarbodiimide hydrochloride (66 mg, 0.35 mmol) in dimethylformamide (1 ml) was stirred at room temperature for 18 h. The reaction was partitioned between saturated bicarbonate and ethyl acetate, the organic phase was washed with brine, dried (Na2SO4), and the solvent removed by evaporation. ...